Dataset: the Open Reaction Database (ORD), a public repository of structured organic reaction records. Task: describe an organic reaction: reactants, conditions, products, and yield The reactants are Nc1ccccc1, O, OP(O)O, Oc1ccc2ccccc2c1. The product is c1ccc(Nc2ccc3ccccc3c2)cc1. As a reaction SMILES: [NH2:12][c:13]1[cH:14][cH:15][cH:16][cH:17][cH:18]1.[OH2:23].[P:19]([OH:20])([OH:21])[OH:22].[cH:1]1[c:2]([OH:11])[cH:3][cH:4][c:5]2[cH:6][cH:7][cH:8][cH:9][c:10]12>>[cH:1]1[c:2]([NH:12][c:13]2[cH:14][cH:15][cH:16][cH:17][cH:18]2)[cH:3][cH:4][c:5]2[cH:6][cH:7][cH:8][cH:9][c:10]12. The reactants are C(C1=CC=CC=C1)ON([C@@H]1C=C(C(N(C1)C(=O)OCC1C2=CC=CC=C2C=2C=CC=CC12)C(N)=O)CO[Si](C)(C)C(C)(C)C)C(=O)OC(C)(C)C ((5R)-(9H-fluoren-9-yl)methyl 5-((benzyloxy)(tert-butoxycarbonyl)amino)-3-(((tert-butyldimethylsilyl)oxy)methyl)-2-carbamoyl-5,6-dihydropyridine-1(2H)-carboxylate), C(C1=CC=CC=C1)ON([C@@H]1C=C(C(N(C1)C(=O)OCC1C2=CC=CC=C2C=2C=CC=CC12)C(N)=O)CO[Si](C)(C)C(C)(C)C)C(=O)OC(C)(C)C ((5R)-(9H-fluoren-9-yl)methyl 5-((benzyloxy)(tert-butoxycarbonyl)amino)-3-(((tert-butyldimethylsilyl)oxy)methyl)-2-carbamoyl-5,6-dihydropyridine-1(2H)-carboxylate). Reagents/catalysts: [Br-].[Zn+2].[Br-] (zinc bromide). The solvent is ClCCl (dichloromethane), C(Cl)Cl (DCM). Conditions: time 2 hour. Yields the product C(C1=CC=CC=C1)ON[C@@H]1C=C(C(N(C1)C(=O)OCC1C2=CC=CC=C2C=2C=CC=CC12)C(N)=O)CO[Si](C)(C)C(C)(C)C ((5R)-(9H-fluoren-9-yl)methyl 5-((benzyloxy)amino)-3-(((tert-butyldimethylsilyl)oxy)methyl)-2-carbamoyl-5,6-dihydropyridine-1(2H)-carboxylate). The yield is 94.6%. As a reaction SMILES: [CH2:1]([O:8][N:9](C(OC(C)(C)C)=O)[C@H:10]1[CH2:15][N:14]([C:16]([O:18][CH2:19][CH:20]2[C:32]3[CH:31]=[CH:30][CH:29]=[CH:28][C:27]=3[C:26]3[C:21]2=[CH:22][CH:23]=[CH:24][CH:25]=3)=[O:17])[CH:13]([C:33](=[O:35])[NH2:34])[C:12]([CH2:36][O:37][Si:38]([C:41]([CH3:44])([CH3:43])[CH3:42])([CH3:40])[CH3:39])=[CH:11]1)[C:2]1[CH:7]=[CH:6][CH:5]=[CH:4][CH:3]=1>C(Cl)Cl.[Br-].[Zn+2].[Br-]>[CH2:1]([O:8][NH:9][C@H:10]1[CH2:15][N:14]([C:16]([O:18][CH2:19][CH:20]2[C:21]3[CH:22]=[CH:23][CH:24]=[CH:25][C:26]=3[C:27]3[C:32]2=[CH:31][CH:30]=[CH:29][CH:28]=3)=[O:17])[CH:13]([C:33](=[O:35])[NH2:34])[C:12]([CH2:36][O:37][Si:38]([C:41]([CH3:44])([CH3:43])[CH3:42])([CH3:39])[CH3:40])=[CH:11]1)[C:2]1[CH:7]=[CH:6][CH:5]=[CH:4][CH:3]=1 |f:2.3.4|. Procedure details: To a solution of (5R)-(9H-fluoren-9-yl)methyl 5-((benzyloxy)(tert-butoxycarbonyl)amino)-3-(((tert-butyldimethylsilyl)oxy)methyl)-2-carbamoyl-5,6-dihydropyridine-1(2H)-carboxylate (Intermediate 161, 1.19 g, 1.67 mmol) in DCM (20 mL) at room temperature was added zinc bromide (1.502 g, 6.67 mmol). The reaction mixture was stirred at room temperature for 2 h. The reaction mixture was diluted with dichloromethane and washed with saturated sodium bicarbonate and. The aqueous wash was extracted three ... Reactants: CC1CCC(=O)C2=CC=CC=C12 (4-methyl-α-tetralone), [BH4-].[Na+] (NaBH4), CO (methanol). Run at time 8 hour. Yields the product CC1CC=CC2=CC(=CC=C12)C (1,2-dihydro-1,6-dimethylnaphthalene). Isolated yield 61.0%. As a reaction SMILES: [CH3:1][CH:2]1[C:12]2[C:7](=[CH:8][CH:9]=[CH:10][CH:11]=2)[C:5](=O)[CH2:4][CH2:3]1.[BH4-].[Na+].[CH3:15]O>>[CH3:1][CH:2]1[C:12]2[C:7](=[CH:8][C:9]([CH3:15])=[CH:10][CH:11]=2)[CH:5]=[CH:4][CH2:3]1 |f:1.2|. Procedure details: Following a similar procedure to that reported in Ferraz, which is hereby incorporated by reference, to a stirred solution of 4-methyl-α-tetralone (0.867 g, 4.98 mmol) in methanol (20 mL) was added NaBH4 (0.56 g, 14.9 mmol) portionwise. The reaction mixture was followed by TLC and, after complete consumption of the starting material (about 2 h), was quenched with saturated NaHCO3. The aqueous layer was extracted with diethyl ether, dried with magnesium sulfate (MgSO4), and filtered; and the solv... Starting materials: Oc1ccc(Br)nc1, O=C([O-])O, COCCl, [H-], [Na+], [Na+], CN(C)C=O. The product is COCOc1ccc(Br)nc1. As a reaction SMILES: [Br:1][c:2]1[cH:3][cH:4][c:5]([OH:8])[cH:6][n:7]1.[C:15](=[O:16])([OH:17])[O-:18].[Cl:11][CH2:12][O:13][CH3:14].[H-:10].[Na+:19].[Na+:9].[O:20]=[CH:21][N:22]([CH3:23])[CH3:24]>>[Br:1][c:2]1[cH:3][cH:4][c:5]([O:8][CH2:12][O:13][CH3:14])[cH:6][n:7]1.